From a dataset of the Open Reaction Database (ORD), a public repository of structured organic reaction records. describe an organic reaction: reactants, conditions, products, and yield Starting materials: B (Borane), solution, FC1=C(C=CC=C1)NC1=NN=C(O1)C(=O)NC1=CC=C(C=C1)C1CCC(CC1)CC(=O)O ((4-{4-[({5-[(2-fluorophenyl)amino]-1,3,4-oxadiazol-2-yl}carbonyl)amino]phenyl}cyclohexyl)acetic acid), FC1=C(C=CC=C1)NC1=NN=C(O1)C(=O)NC1=CC=C(C=C1)C1CCC(CC1)CC(=O)O ((4-{4-[({5-[(2-fluorophenyl)amino]-1,3,4-oxadiazol-2-yl}carbonyl)amino]phenyl}cyclohexyl)acetic acid). Run in C1CCOC1 (THF), C1CCOC1 (THF). Conditions: time 16 hour. Yields the product FC1=C(C=CC=C1)NC1=NN=C(O1)C(=O)NC1=CC=C(C=C1)C1CCC(CC1)CCO (5-[(2-Fluorophenyl)amino]-N-{4-[4-(2-hydroxyethyl)cyclohexyl]phenyl}-1,3,4-oxadiazole-2-carboxamide). Yield: 45.8%. As a reaction SMILES: B.[F:2][C:3]1[CH:8]=[CH:7][CH:6]=[CH:5][C:4]=1[NH:9][C:10]1[O:14][C:13]([C:15]([NH:17][C:18]2[CH:23]=[CH:22][C:21]([CH:24]3[CH2:29][CH2:28][CH:27]([CH2:30][C:31](O)=[O:32])[CH2:26][CH2:25]3)=[CH:20][CH:19]=2)=[O:16])=[N:12][N:11]=1>C1COCC1>[F:2][C:3]1[CH:8]=[CH:7][CH:6]=[CH:5][C:4]=1[NH:9][C:10]1[O:14][C:13]([C:15]([NH:17][C:18]2[CH:19]=[CH:20][C:21]([CH:24]3[CH2:29][CH2:28][CH:27]([CH2:30][CH2:31][OH:32])[CH2:26][CH2:25]3)=[CH:22][CH:23]=2)=[O:16])=[N:12][N:11]=1. Procedure: Borane (1 mL of a 1M solution in THF) was added to a stirred solution of (4-{4-[({5-[(2-fluorophenyl)amino]-1,3,4-oxadiazol-2-yl}carbonyl)amino]phenyl}cyclohexyl)acetic acid (Intermediate 45, 79 mg) in THF (2 mL). The reaction mixture was stirred for 16 hours. The mixture was evaporated and the residue dissolved in DCM (10 mL) then washed with brine (10 mL), dried and concentrated in vacuo to give a solid. This solid was purified by HPLC eluting with a gradient of acetonitrile/water containing 0...